Dataset: the Open Reaction Database (ORD), a public repository of structured organic reaction records. Task: describe an organic reaction: reactants, conditions, products, and yield The solvent is C(C)(=O)OCC (ethyl acetate), C(C)O (ethanol). The reactants are aqueous solution, C=O (formaldehyde), N1CCCC1 (pyrrolidine), C(CCC)(=O)C1=NOC2=C1C=CC=C2 (3-butyryl-l,2-benzisoxazole), resultant mixture, C(O)([O-])=O.[Na+] (sodium hydrogencarbonate). Reported procedure: Added to 10 ml of ethanol were 1.55 g (8.2 mmol) of 3-butyryl-l,2-benzisoxazole prepared above in the procedure (1), 0.52 ml (9.9 mmol) of a 37% aqueous solution of formaldehyde and 0.82 ml (9.8 mmol) of pyrrolidine. The resultant mixture was heated under reflux for 3 hours. After cooling, the solvent was distilled off. The residue thus obtained was added to 50 ml of ethyl acetate, followed by extraction with 50 ml of dilute hydrochloric acid. A water layer thus obtained was alkalinized with an ... The product is N1(CCCC1)CC(C(=O)C1=NOC2=C1C=CC=C2)CC (3-{2(1-pyrrolidinylmethyl)butyryl}-1,2-benzisoxazole). As a reaction SMILES: [C:1]([C:6]1[C:10]2[CH:11]=[CH:12][CH:13]=[CH:14][C:9]=2[O:8][N:7]=1)(=[O:5])[CH2:2][CH2:3][CH3:4].C=O.[NH:17]1[CH2:21][CH2:20][CH2:19][CH2:18]1.[C:22](=O)([O-])O.[Na+]>C(OCC)(=O)C.C(O)C>[N:17]1([CH2:22][CH:2]([CH2:3][CH3:4])[C:1]([C:6]2[C:10]3[CH:11]=[CH:12][CH:13]=[CH:14][C:9]=3[O:8][N:7]=2)=[O:5])[CH2:21][CH2:20][CH2:19][CH2:18]1 |f:3.4|. Starting materials: ClC=1C=C2CCC(C2=C(C1)Cl)C#N (5,7-dichloro-2,3-dihydro-1H-indene-1-carbonitrile), CC(=O)O (AcOH). The solvent is Cl (HCl). Conditions: temperature 100 celsius. Yields the product ClC=1C=C2CCC(C2=C(C1)Cl)C(=O)O (5,7-dichloro-2,3-dihydro-1H-indene-1-carboxylic acid). RXN SMILES: [Cl:1][C:2]1[CH:3]=[C:4]2[C:8](=[C:9]([Cl:11])[CH:10]=1)C(C#N)[CH2:6][CH2:5]2.[CH3:14][C:15]([OH:17])=[O:16]>Cl>[Cl:1][C:2]1[CH:3]=[C:4]2[C:8](=[C:9]([Cl:11])[CH:10]=1)[CH:14]([C:15]([OH:17])=[O:16])[CH2:6][CH2:5]2. Procedure details: A suspension of 5,7-dichloro-2,3-dihydro-1H-indene-1-carbonitrile (0.77 mmol) in 2 mL 25% HCl solution and 2 mL AcOH was heated to 100° C. for 5 h. At RT, the reaction was quenched with water and extracted with EtOAc (3×). The combined organic layers were dried over MgSO4 and concentrated in vacuo to give the desired compound as brown solid. Reactants: FC1=C(C=C(C(=O)N)C=C1)C1=NC=C(C=C1)C=O (4-fluoro-3-(5-formylpyridin-2-yl)benzamide), C(CC1=CC=CC=C1)N (phenethylamine). Product: FC1=C(C=C(C(=O)N)C=C1)C1=NC=C(C=C1)CNCCC1=CC=CC=C1 (4-Fluoro-3-[5-(phenethylaminomethyl)pyridin-2-yl]benzamide). Reaction SMILES: [F:1][C:2]1[CH:10]=[CH:9][C:5]([C:6]([NH2:8])=[O:7])=[CH:4][C:3]=1[C:11]1[CH:16]=[CH:15][C:14]([CH:17]=O)=[CH:13][N:12]=1.[CH2:19]([NH2:27])[CH2:20][C:21]1[CH:26]=[CH:25][CH:24]=[CH:23][CH:22]=1>>[F:1][C:2]1[CH:10]=[CH:9][C:5]([C:6]([NH2:8])=[O:7])=[CH:4][C:3]=1[C:11]1[CH:16]=[CH:15][C:14]([CH2:17][NH:27][CH2:19][CH2:20][C:21]2[CH:26]=[CH:25][CH:24]=[CH:23][CH:22]=2)=[CH:13][N:12]=1. Reported procedure: Using the method outlined in Example 60, 4-fluoro-3-(5-formylpyridin-2-yl)benzamide (Preparation 13) and phenethylamine were converted to the title compound: RT=2.30 min; m/z (ES+)=350.0 [M+H]+. Starting materials: [Br-], C#C[Mg+], C1CCOC1, [Cl-], O=CCCc1sc2ccccc2c1Cl, [NH4+]. Yields the product C#CC(O)CCc1sc2ccccc2c1Cl. Reaction SMILES: [Br-:15].[C:16](#[CH:17])[Mg+:18].[CH2:21]1[O:22][CH2:23][CH2:24][CH2:25]1.[Cl-:19].[Cl:1][c:2]1[c:3]2[c:4]([s:5][c:6]1[CH2:7][CH2:8][CH:9]=[O:10])[cH:11][cH:12][cH:13][cH:14]2.[NH4+:20]>>[Cl:1][c:2]1[c:3]2[c:4]([s:5][c:6]1[CH2:7][CH2:8][CH:9]([OH:10])[C:16]#[CH:17])[cH:11][cH:12][cH:13][cH:14]2. As a reaction SMILES: [C:1]([CH3:2])(=[O:3])[c:4]1[c:5]([O:19][CH2:20][CH3:21])[c:6]2[c:7]([n:8][cH:9]1)[n:10]([CH2:13][c:14]1[o:15][cH:16][cH:17][cH:18]1)[n:11][cH:12]2.[CH2:22]([OH:23])[CH2:24][CH2:25][CH3:26]>>[C:1]([CH3:2])(=[O:3])[c:4]1[c:5]([O:19][CH2:20][CH3:21])[c:6]2[c:7]([n:8][cH:9]1)[nH:10][n:11][cH:12]2. The product is CCOc1c(C(C)=O)cnc2[nH]ncc12. Reactants: CCOc1c(C(C)=O)cnc2c1cnn2Cc1ccco1, CCCCO. Starting materials: COC(=O)c1cc2c(s1)CN(C)CC2, O=C([O-])C(F)(F)F. Yields the product CN1CCc2cc(C(=O)O)sc2C1. Reaction SMILES: [CH3:1][N:2]1[CH2:3][c:4]2[c:5]([cH:8][c:9]([C:11](=[O:12])[O:13][CH3:14])[s:10]2)[CH2:6][CH2:7]1.[O-:15][C:16]([C:17]([F:18])([F:19])[F:20])=[O:21]>>[CH3:1][N:2]1[CH2:3][c:4]2[c:5]([cH:8][c:9]([C:11](=[O:12])[OH:13])[s:10]2)[CH2:6][CH2:7]1. Reactants: CCN=C=NCCCN(C)C (WSC), Cl.CNOC (N,O-dimethylhydroxyamine hydrochloride), BrC1=C(C=CC(=C1)OCC1CC1)CC(=O)O ([2-bromo-4-(cyclopropylmethoxy)phenyl]acetic acid), C=1C=CC2=C(C1)N=NN2O (HOBt). Run in C(C)#N (acetonitrile), C(C)N(CC)CC (triethylamine). Conditions: time 15 hour. The product is BrC1=C(C=CC(=C1)OCC1CC1)CC(=O)N(C)OC (2-[2-bromo-4-(cyclopropylmethoxy)phenyl]-N-methoxy-N-methylacetamide). The yield is 85.6%. Reaction SMILES: CCN=C=NCCCN(C)C.Cl.[CH3:13][NH:14][O:15][CH3:16].[Br:17][C:18]1[CH:23]=[C:22]([O:24][CH2:25][CH:26]2[CH2:28][CH2:27]2)[CH:21]=[CH:20][C:19]=1[CH2:29][C:30]([OH:32])=O.C1C=CC2N(O)N=NC=2C=1>C(#N)C.C(N(CC)CC)C>[Br:17][C:18]1[CH:23]=[C:22]([O:24][CH2:25][CH:26]2[CH2:27][CH2:28]2)[CH:21]=[CH:20][C:19]=1[CH2:29][C:30]([N:14]([O:15][CH3:16])[CH3:13])=[O:32] |f:1.2|. Procedure: WSC (4.89 g) was added to a solution of N,O-dimethylhydroxyamine hydrochloride (2.49 g), [2-bromo-4-(cyclopropylmethoxy)phenyl]acetic acid (4.85 g), HOBt (3.91 g) and triethylamine (3.56 mL) in acetonitrile (100 mL), and the mixture was stirred at room temperature for 15 hr. The reaction mixture was concentrated under reduced pressure, and the residue was diluted with ethyl acetate. The mixture was washed with 1M hydrochloric acid, water, saturated sodium hydrogen carbonate and saturated brine. ... Starting materials: BrC1=C(C(=CC=2C(=CCC(C12)(C)C)C(C)C)C(C)=O)OC(C)C (1-(4-bromo-3-isopropoxy-8-isopropyl-5,5-dimethyl-5,6-dihydro-naphthalen-2-yl)-ethanone), CCOC(=O)C(F)P(=O)(OCC)OCC (triethyl 2-fluoro-2-phosphonoacetate), C(CCC)[Li] (n-butyllithium). Run in C1CCOC1 (THF). Product: BrC1=C(C(=CC=2C(=CCC(C12)(C)C)C(C)C)/C(=C(\C(=O)OCC)/F)/C)OC(C)C (Ethyl (2E)-3-(4-bromo-3-isopropoxy-8-isopropyl-5,5-dimethyl-5,6-dihydro-naphthalen-2-yl)-2-fluoro-but-2-enoate). Reaction SMILES: [Br:1][C:2]1[C:11]2[C:10]([CH3:13])([CH3:12])[CH2:9][CH:8]=[C:7]([CH:14]([CH3:16])[CH3:15])[C:6]=2[CH:5]=[C:4]([C:17](=O)[CH3:18])[C:3]=1[O:20][CH:21]([CH3:23])[CH3:22].[CH3:24][CH2:25][O:26][C:27]([CH:29](P(OCC)(OCC)=O)[F:30])=[O:28].C([Li])CCC>C1COCC1>[Br:1][C:2]1[C:11]2[C:10]([CH3:13])([CH3:12])[CH2:9][CH:8]=[C:7]([CH:14]([CH3:16])[CH3:15])[C:6]=2[CH:5]=[C:4](/[C:17](/[CH3:18])=[C:29](/[F:30])\[C:27]([O:26][CH2:25][CH3:24])=[O:28])[C:3]=1[O:20][CH:21]([CH3:22])[CH3:23]. Procedure details: As described in General Procedure F-1, 1-(4-bromo-3-isopropoxy-8-isopropyl-5,5-dimethyl-5,6-dihydro-naphthalen-2-yl)-ethanone (Compound A-112, 262 mg, 0.69 mmol) and triethyl 2-fluoro-2-phosphonoacetate (669 mg, 2.76 mmol) were reacted with n-butyllithium (1.6 M in hexanes, 1.73 mL, 2.76 mmol) in THF to produce the title compound after purification by flash column chromatography (silica gel, 2% ethyl acetate in hexane). Reactants: ClCCN(C1=CC=CC=C1)C(C)C (N-(2-chloroethyl)-N-isopropylaniline), C(=O)([O-])[O-].[K+].[K+] (K2CO3), C1(O)=CC=C(O)C=C1 (Hydroquinone). Run in CN(C)C=O (DMF). Run at temperature 80 celsius, time 6 hour. The product is C(C)(C)N(CCOC1=CC=C(C=C1)O)C1=CC=CC=C1 (4-(2-(isopropyl(phenyl)amino)ethoxy)phenol). Isolated yield 38.5%. Reaction SMILES: Cl[CH2:2][CH2:3][N:4]([CH:11]([CH3:13])[CH3:12])[C:5]1[CH:10]=[CH:9][CH:8]=[CH:7][CH:6]=1.C([O-])([O-])=O.[K+].[K+].[C:20]1([CH:27]=[CH:26][C:24]([OH:25])=[CH:23][CH:22]=1)[OH:21]>CN(C=O)C>[CH:11]([N:4]([C:5]1[CH:10]=[CH:9][CH:8]=[CH:7][CH:6]=1)[CH2:3][CH2:2][O:21][C:20]1[CH:27]=[CH:26][C:24]([OH:25])=[CH:23][CH:22]=1)([CH3:13])[CH3:12] |f:1.2.3|. Reported procedure: A mixture of compound 4c (400 mg, 2 mmol), K2CO3 (558 mg, 4 mmol), and KI (720 mg, 4 mmol) in DMF (50 mL) was bubbled with argon for 10 min Hydroquinone (440 mg, 4 mmol) was added to the mixture under argon. The reaction mixture was heated and stirred at 80° C. for 6 hr. After cooling to room temperature, the solvent was evaporated and the residue was quenched with 100 mL water. The mixture was adjusted pH to ˜7 with diluted hydrochloric acid. The mixture was then extracted with CH2Cl2 and the c...